Dataset: the Open Reaction Database (ORD), a public repository of structured organic reaction records. Task: describe an organic reaction: reactants, conditions, products, and yield As a reaction SMILES: [CH3:15][C:16]([O:17][C:18](=[O:19])[CH3:20])=[O:21].[F:5][c:6]1[cH:7][cH:8][c:9]2[c:10]([cH:14]1)[CH2:11][CH2:12][O:13]2.[OH:1][N+:2]([O-:3])=[O:4]>>[O-:1][N+:2](=[O:4])[c:8]1[cH:7][c:6]([F:5])[cH:14][c:10]2[c:9]1[O:13][CH2:12][CH2:11]2. Starting materials: CC(=O)OC(C)=O, Fc1ccc2c(c1)CCO2, O=[N+]([O-])O. Product: O=[N+]([O-])c1cc(F)cc2c1OCC2. Reactants: C(C1=CC=CC=C1)N1C(=CC2=NC(=CC=C21)Cl)Br (1-benzyl-2-bromo-5-chloro-1H-pyrrolo[3,2-b]pyridine), C(CCC)[Sn](C=1SC=CN1)(CCCC)CCCC (2-(tributylstannyl)-1,3-thiazole). Reagents/catalysts: C=1C=CC(=CC1)[P](C=2C=CC=CC2)(C=3C=CC=CC3)[Pd]([P](C=4C=CC=CC4)(C=5C=CC=CC5)C=6C=CC=CC6)([P](C=7C=CC=CC7)(C=8C=CC=CC8)C=9C=CC=CC9)[P](C=1C=CC=CC1)(C=1C=CC=CC1)C=1C=CC=CC1 (Tetrakis(triphenylphosphine)palladium(0)). The solvent is C1(=CC=CC=C1)C (toluene). Reaction conditions: temperature 110 celsius. The product is C(C1=CC=CC=C1)N1C(=CC2=NC(=CC=C21)Cl)C=2SC=CN2 (1-benzyl-5-chloro-2-(1,3-thiazol-2-yl)-1H-pyrrolo[3,2-b]pyridine). As a reaction SMILES: [CH2:1]([N:8]1[C:16]2[C:11](=[N:12][C:13]([Cl:17])=[CH:14][CH:15]=2)[CH:10]=[C:9]1Br)[C:2]1[CH:7]=[CH:6][CH:5]=[CH:4][CH:3]=1.C([Sn](CCCC)(CCCC)[C:24]1[S:25][CH:26]=[CH:27][N:28]=1)CCC>C1(C)C=CC=CC=1.C1C=CC([P]([Pd]([P](C2C=CC=CC=2)(C2C=CC=CC=2)C2C=CC=CC=2)([P](C2C=CC=CC=2)(C2C=CC=CC=2)C2C=CC=CC=2)[P](C2C=CC=CC=2)(C2C=CC=CC=2)C2C=CC=CC=2)(C2C=CC=CC=2)C2C=CC=CC=2)=CC=1>[CH2:1]([N:8]1[C:16]2[C:11](=[N:12][C:13]([Cl:17])=[CH:14][CH:15]=2)[CH:10]=[C:9]1[C:24]1[S:25][CH:26]=[CH:27][N:28]=1)[C:2]1[CH:7]=[CH:6][CH:5]=[CH:4][CH:3]=1 |^1:47,49,68,87|. Procedure: A mixture of 1-benzyl-2-bromo-5-chloro-1H-pyrrolo[3,2-b]pyridine (0.10 g, 0.31 mmol, from Example 62, Step 2) and 2-(tributylstannyl)-1,3-thiazole (0.12 g, 0.31 mmol, Aldrich) in toluene (6.0 mL) was degassed by a stream of nitrogen through the solution. Tetrakis(triphenylphosphine)palladium(0) (36 mg, 0.031 mmol) was added and the mixture was heated to 110° C. for 4 hours. Toluene was removed in vacuo and the residue was dissolved in MeCN, filtered, and purified via preparative HPLC-MS (C18 elu... Reactants: C(=O)(OC(C)(C)C)NCC1=NC(=NO1)C=1N=CN2C1[C@H]1N(C(C3=C2C=CC=C3C(F)(F)F)=O)CC1 ((S)-1-[5-(N-BOC-aminomethyl)-1,2,4-oxadiazol-3-yl]-8-trifluoromethyl-12,12a-dihydro-9H,11H-azeto[2,1-c]imidazo[1,5-a][1,4]benzodiazepin-9-one). Solvent: FC(C(=O)O)(F)F (trifluoroacetic acid). The product is NCC1=NC(=NO1)C=1N=CN2C1[C@H]1N(C(C3=C2C=CC=C3C(F)(F)F)=O)CC1 ((S)-1-(5-aminomethyl-1,2,4-oxadiazol-3-yl)-8-trifluoromethyl-12,12a-dihydro-9H,11H-azeto[2,1-c]imidazo[1,5-a][1,4]benzodiazepin-9-one). Yield: 73.6%. Reaction SMILES: C([NH:8][CH2:9][C:10]1[O:14][N:13]=[C:12]([C:15]2[N:16]=[CH:17][N:18]3[C:24]4[CH:25]=[CH:26][CH:27]=[C:28]([C:29]([F:32])([F:31])[F:30])[C:23]=4[C:22](=[O:33])[N:21]4[CH2:34][CH2:35][C@H:20]4[C:19]=23)[N:11]=1)(OC(C)(C)C)=O>FC(F)(F)C(O)=O>[NH2:8][CH2:9][C:10]1[O:14][N:13]=[C:12]([C:15]2[N:16]=[CH:17][N:18]3[C:24]4[CH:25]=[CH:26][CH:27]=[C:28]([C:29]([F:32])([F:31])[F:30])[C:23]=4[C:22](=[O:33])[N:21]4[CH2:34][CH2:35][C@H:20]4[C:19]=23)[N:11]=1. Procedure details: 7.8 g (15.9 mmol) of crude (S)-1-[5-(N-BOC-aminomethyl)-1,2,4-oxadiazol-3-yl]-8-trifluoromethyl-12,12a-dihydro-9H,11H-azeto[2,1-c]imidazo[1,5-a][1,4]benzodiazepin-9-one and 30 ml of trifluoroacetic acid were stirred at room temperature for 1hour. The solution was evaporated. The residue was dissolved in water and washed three times with methylene chloride. The aqueous phase was made alkaline with conc. ammonia and extracted nine times with ethyl acetate (a total of about 1 I). By evaporating the...